Dataset: the Open Reaction Database (ORD), a public repository of structured organic reaction records. Task: describe an organic reaction: reactants, conditions, products, and yield Starting materials: C(C=C)(=O)O (acrylic acid), C(C)(C)N (isopropylamine), C(CC(C)C)=O (isovaleraldehyde), C(C1=CC=CC=C1)[N+]#[C-] (benzylisocyanide), O1CCCC1 (tetrahydrofuran). Run in CO (methanol). Reaction conditions: time 72 hour. Yields the product C(C1=CC=CC=C1)NC(=O)C(CC(C)C)C(C(=O)NC(C)C)=C (1-benzylcarbamoyl-3-methyl-butyl-N-isopropyl-acrylamide). Reaction SMILES: [CH:1]([NH2:4])([CH3:3])[CH3:2].[CH:5](=O)[CH2:6][CH:7]([CH3:9])[CH3:8].[CH2:11]([N+:18]#[C-:19])[C:12]1[CH:17]=[CH:16][CH:15]=[CH:14][CH:13]=1.[O:20]1CCCC1.[C:25]([OH:29])(=O)[CH:26]=[CH2:27]>CO>[CH2:11]([NH:18][C:19]([CH:5]([C:26](=[CH2:27])[C:25]([NH:4][CH:1]([CH3:3])[CH3:2])=[O:29])[CH2:6][CH:7]([CH3:9])[CH3:8])=[O:20])[C:12]1[CH:17]=[CH:16][CH:15]=[CH:14][CH:13]=1. Procedure: To a solution of isopropylamine (0.43 ml, 5.0 mmol) in methanol (5 ml) was added isovaleraldehyde (0.54 ml, 5.0 mmol). After 15 minutes of stirring a solution of benzylisocyanide in tetrahydrofuran (1N, 5 ml, 5.0 mmol) was added followed by acrylic acid (0.34 ml, 5.0 mmol). The reaction was stirred at room temperature for 72 h, the volatiles were removed in vacuo and the resulting oil dissolved in ethyl acetate (40 ml). The organic mixture was washed with 1N hydrochloric acid (10 ml) and brine (... The reactants are COC(=O)c1cncc(NC(=O)C(C)CSC(C)=O)c1, COC(=O)c1cccnc1NC(=O)C(C)CSC(C)=O, ClCCl, CO. Yields the product COC(=O)c1cncc(NC(=O)C(C)CS)c1. Reaction SMILES: [C:1](=[O:2])([CH3:3])[S:4][CH2:5][CH:6]([C:7](=[O:8])[NH:9][c:10]1[cH:11][n:12][cH:13][c:14]([C:15](=[O:16])[O:17][CH3:18])[cH:19]1)[CH3:20].[C:21]([S:22][CH2:23][CH:24]([CH3:25])[C:26]([NH:27][c:28]1[n:29][cH:30][cH:31][cH:32][c:33]1[C:34]([O:35][CH3:36])=[O:37])=[O:38])(=[O:39])[CH3:40].[CH2:43]([Cl:44])[Cl:45].[CH3:41][OH:42]>>[SH:4][CH2:5][CH:6]([C:7](=[O:8])[NH:9][c:10]1[cH:11][n:12][cH:13][c:14]([C:15](=[O:16])[O:17][CH3:18])[cH:19]1)[CH3:20].